Dataset: the Open Reaction Database (ORD), a public repository of structured organic reaction records. Task: describe an organic reaction: reactants, conditions, products, and yield The reactants are SC(CO)CS (2,3-dimercapto-1-propanol), C(CCC(=O)C)(=O)OCC (ethyl levulinate), B(F)(F)F.CCOCC (boron trifluoride etherate). Solvent: C(Cl)Cl (methylene chloride). Run at time 3 day. The product is SCC1SC(OC1)(CCC(=O)OCC)C (Ethyl 4-(mercaptomethyl)-2-methyl-1,3-oxathiolane-2-propanoate). Isolated yield 42.2%. As a reaction SMILES: [SH:1][CH:2]([CH2:5][SH:6])[CH2:3][OH:4].[C:7]([O:14][CH2:15][CH3:16])(=[O:13])[CH2:8][CH2:9][C:10]([CH3:12])=O.B(F)(F)F.CCOCC>C(Cl)Cl>[SH:6][CH2:5][CH:2]1[CH2:3][O:4][C:10]([CH3:12])([CH2:9][CH2:8][C:7]([O:14][CH2:15][CH3:16])=[O:13])[S:1]1 |f:2.3|. Procedure: A stirred solution of 2,3-dimercapto-1-propanol (20.0 g, 0.161 mol) and ethyl levulinate (22 g, 0.161 mol) in methylene chloride (600 ml) under a nitrogen atmosphere was treated with boron trifluoride etherate (5 ml). After stirring for 3 days at room temperature, the reaction was quenched by addition of 250 ml of 5% potassium bicarbonate solution. The organic phase was separated and dried over anhydrous sodium sulfate. The drying agent was filtered and the filtrate concentrated on the rotary ev...